Task: describe an organic reaction: reactants, conditions, products, and yield. Dataset: the Open Reaction Database (ORD), a public repository of structured organic reaction records Starting materials: IC (iodomethane), [H-].[Na+] (Sodium hydride), C(C1=CC=CC=C1)ONC(OC(C)(C)C)=O (tert-butyl N-benzyloxycarbamate), C(C)(C)(C)OC(N(CC(C)C)OCC1=CC=CC=C1)=O (tert-butyl-N-benzyloxy-N-(2-methylpropyl)carbamate). Run in CN(C=O)C (N,N-dimethylformamide). Conditions: time 20 minute. Product: C(C1=CC=CC=C1)ON(C(OC(C)(C)C)=O)C (tert-butyl N-benzyloxy-N-methylcarbamate). RXN SMILES: [H-].[Na+].C(ONC(=O)OC(C)(C)C)C1C=CC=CC=1.[C:19]([O:23][C:24](=[O:38])[N:25]([O:30][CH2:31][C:32]1[CH:37]=[CH:36][CH:35]=[CH:34][CH:33]=1)[CH2:26]C(C)C)([CH3:22])([CH3:21])[CH3:20].IC>CN(C)C=O>[CH2:31]([O:30][N:25]([CH3:26])[C:24](=[O:38])[O:23][C:19]([CH3:20])([CH3:21])[CH3:22])[C:32]1[CH:37]=[CH:36][CH:35]=[CH:34][CH:33]=1 |f:0.1|. Procedure: Sodium hydride (0.48 g of 80% in mineral oil, 16 mmol) was added to a solution of tert-butyl N-benzyloxycarbamate (Compound 54 Part A, 3 g, 13 mmol) in N,N-dimethylformamide (25 mL). The reaction mixture was stirred for 20 minutes then iodomethane (1.1 mL, 18 mmol) was added dropwise with cooling in an ice bath. The resulting suspension was stirred at ambient temperature under a nitrogen atmosphere overnight. The reaction mixture was quenched with water (50 mL) then extracted with diethyl ether ... Starting materials: F.F.F[Si](F)(F)F (fluosilicic acid), N (ammonia), [F-].[NH4+] (ammonium fluoride). The product is ammonium fluosilicate. As a reaction SMILES: [FH:1].[FH:2].[F:3][Si:4]([F:7])([F:6])[F:5].[NH3:8].[F-].[NH4+]>>[NH4+:8].[NH4+:8].[F:3][Si-2:4]([F:2])([F:1])([F:7])([F:6])[F:5] |f:0.1.2,4.5,6.7.8|. Procedure details: A method for producing high purity silica and ammonium fluoride from silicon tetrafluoride-containing gas wherein silicon tetrafluoride-containing gas from the acidulation of phosphorus-containing rock is recovered and the liquid entrainment is separated from the gas. The recovered gas is converted to an ammonium fluosilicate solution and is ammoniated to produce high purity silica and ammonium fluoride. The recovered gas can be converted to an ammonium fluosilicate solution either by absorbing ... The reactants are N#Cc1ccc(Br)cc1F, Cl, c1cc(CCCC2CCNCC2)c2nonc2c1. The product is N#Cc1ccc(CCCC2CCNCC2)cc1F, Cl. RXN SMILES: [Br:20][c:21]1[cH:22][c:23]([F:29])[c:24]([C:25]#[N:26])[cH:27][cH:28]1.[ClH:1].[n:2]1[o:3][n:4][c:5]2[c:6]([CH2:11][CH2:12][CH2:13][CH:14]3[CH2:15][CH2:16][NH:17][CH2:18][CH2:19]3)[cH:7][cH:8][cH:9][c:10]12>>[CH2:11]([CH2:12][CH2:13][CH:14]1[CH2:15][CH2:16][NH:17][CH2:18][CH2:19]1)[c:21]1[cH:22][c:23]([F:29])[c:24]([C:25]#[N:26])[cH:27][cH:28]1.[ClH:1]. Starting materials: NC1CCN(CC1)CCN1C(COC2=C1C=C(C=C2)C#N)=O (4-[2-(4-aminopiperidin-1-yl)ethyl]-3-oxo-3,4-dihydro-2H-1,4-benzoxazine-6-carbonitrile), FC(C(=O)O)(F)F.NC1CCN(CC1)CCN1C(COC2=C1C=C(C=C2)C#N)=O (4-[2-(4-Aminopiperidin-1-yl)ethyl]-3-oxo-3,4-dihydro-2H-1,4-benzoxazine-6-carbonitrile trifluoroacetate), FC1=C(C=C(C=C1)F)/C=C/C=O ((2E)-3-(2,5-difluorophenyl)acrylaldehyde), C(#N)[BH3-].[Na+] (sodium cyanoborohydride). Solvent: ClCCl.CO (dichloromethane methanol). Product: FC1=C(C=C(C=C1)F)/C=C/CNC1CCN(CC1)CCN1C(COC2=C1C=C(C=C2)C#N)=O (4-[2-(4-{[(2E)-3-(2,5-Difluorophenyl)prop-2-en-1-yl]amino}piperidin-1-yl)ethyl]-3-oxo-3,4-dihydro-2H-1,4-benzoxazine-6-carbonitrile). Yield: 30.9%. As a reaction SMILES: [NH2:1][CH:2]1[CH2:7][CH2:6][N:5]([CH2:8][CH2:9][N:10]2[C:15]3[CH:16]=[C:17]([C:20]#[N:21])[CH:18]=[CH:19][C:14]=3[O:13][CH2:12][C:11]2=[O:22])[CH2:4][CH2:3]1.FC(F)(F)C(O)=O.NC1CCN(CCN2C3C=C(C#N)C=CC=3OCC2=O)CC1.[F:52][C:53]1[CH:58]=[CH:57][C:56]([F:59])=[CH:55][C:54]=1/[CH:60]=[CH:61]/[CH:62]=O.C([BH3-])#N.[Na+]>ClCCl.CO>[F:52][C:53]1[CH:58]=[CH:57][C:56]([F:59])=[CH:55][C:54]=1/[CH:60]=[CH:61]/[CH2:62][NH:1][CH:2]1[CH2:7][CH2:6][N:5]([CH2:8][CH2:9][N:10]2[C:15]3[CH:16]=[C:17]([C:20]#[N:21])[CH:18]=[CH:19][C:14]=3[O:13][CH2:12][C:11]2=[O:22])[CH2:4][CH2:3]1 |f:1.2,4.5,6.7|. Procedure: 4-[2-(4-Aminopiperidin-1-yl)ethyl]-3-oxo-3,4-dihydro-2H-1,4-benzoxazine-6-carbonitrile (Intermediate 58) (1.5 mmol), (2E)-3-(2,5-difluorophenyl)acrylaldehyde (202 mg, 1.2 mmol) (FR 2872164) (200 mg, 1.1 mmol) and sodium cyanoborohydride were reacted as described under Example 21. Chromatography on silica gel with dichloromethane/methanol gave 168 mg (25%) product Reactants: CN1CC[C@H]2CCC=3C=CN=CC3[C@H]21 (cis-1-methyl-2,3,3a,4,5,9b-hexahydro-1H-pyrrolo[3,2-h]isoquinoline), ICCCCCCCCCCC (1-iodoundecane), CC(=O)O (AcOH). Yields the product [I-].C(CCCCCCCCCCC)[N+]1=CC=2[C@@H]3[C@H](CCC2C=C1)CCN3C (cis-8-dodecyl-1-methyl-2,3,3a,4,5,9b-hexahydro-1H-pyrrolo[3,2-h]isoquinolin-8-ium iodide). Yield: 66.0%. Reaction SMILES: [CH3:1][N:2]1[C@H:14]2[C@H:5]([CH2:6][CH2:7][C:8]3[CH:9]=[CH:10][N:11]=[CH:12][C:13]=32)[CH2:4][CH2:3]1.[I:15][CH2:16][CH2:17][CH2:18][CH2:19][CH2:20][CH2:21][CH2:22][CH2:23][CH2:24][CH2:25][CH3:26].[CH3:27]C(O)=O>>[I-:15].[CH2:26]([N+:11]1[CH:10]=[CH:9][C:8]2[CH2:7][CH2:6][C@@H:5]3[CH2:4][CH2:3][N:2]([CH3:1])[C@@H:14]3[C:13]=2[CH:12]=1)[CH2:25][CH2:24][CH2:23][CH2:22][CH2:21][CH2:20][CH2:19][CH2:18][CH2:17][CH2:16][CH3:27] |f:3.4|. Procedure details: To a stirred solution of cis-1-methyl-2,3,3a,4,5,9b-hexahydro-1H-pyrrolo[3,2-h]isoquinoline (120 mg, 0.64 mmol) in AcOH (2 ml) was added 1-iodoundecane (569 mg, 1.92 mmol). The mixture was heated at reflux under nitrogen for 3 days. AcOH was evaporated and the residue was dissolved in CHCl3. The mixture was washed with saturated aqueous NaHCO3, water and brine successively and dried. Evaporation of the solvent followed by titration with ether afforded 205 mg (66%) of cis-8-dodecyl-1-methyl-2,3,3...